Task: describe an organic reaction: reactants, conditions, products, and yield. Dataset: the Open Reaction Database (ORD), a public repository of structured organic reaction records Product: CCCCOCCOc1ccc(-c2ccc3c(c2)C=C(C(=O)Nc2ccc(S(=O)Cc4nncn4C)cc2)CCN3CCC)cc1. Starting materials: CCCCOCCOc1ccc(-c2ccc3c(c2)C=C(C(=O)Nc2ccc(SCc4nncn4C)cc2)CCN3CCC)cc1, ClCCl, [Na+], [Na+], O=C(OO)c1cccc(Cl)c1, O=S([O-])([O-])=S. Reaction SMILES: [CH2:1]([CH2:2][CH2:3][CH3:4])[O:5][CH2:6][CH2:7][O:8][c:9]1[cH:10][cH:11][c:12](-[c:15]2[cH:16][cH:17][c:18]3[c:19]([cH:45]2)[CH:20]=[C:21]([C:28](=[O:29])[NH:30][c:31]2[cH:32][cH:33][c:34]([S:37][CH2:38][c:39]4[n:40][n:41][cH:42][n:43]4[CH3:44])[cH:35][cH:36]2)[CH2:22][CH2:23][N:24]3[CH2:25][CH2:26][CH3:27])[cH:13][cH:14]1.[Cl:64][CH2:65][Cl:66].[Na+:62].[Na+:63].[OH:46][O:47][C:48]([c:49]1[cH:50][c:51]([Cl:52])[cH:53][cH:54][cH:55]1)=[O:56].[S:57]([O-:58])([O-:59])(=[O:60])=[S:61]>>[CH2:1]([CH2:2][CH2:3][CH3:4])[O:5][CH2:6][CH2:7][O:8][c:9]1[cH:10][cH:11][c:12](-[c:15]2[cH:16][cH:17][c:18]3[c:19]([cH:45]2)[CH:20]=[C:21]([C:28](=[O:29])[NH:30][c:31]2[cH:32][cH:33][c:34]([S:37]([CH2:38][c:39]4[n:40][n:41][cH:42][n:43]4[CH3:44])=[O:46])[cH:35][cH:36]2)[CH2:22][CH2:23][N:24]3[CH2:25][CH2:26][CH3:27])[cH:13][cH:14]1. The reactants are CC(=O)OC(C)=O, Nc1ccc2ccn3cccc3c(=O)c2c1, c1ccncc1. The product is CC(=O)Nc1ccc2ccn3cccc3c(=O)c2c1. Reaction SMILES: [CH3:17][C:18](=[O:19])[O:20][C:21](=[O:22])[CH3:23].[NH2:1][c:2]1[cH:3][c:4]2[c:5]([cH:6][cH:7][n:8]3[c:9]([c:10]2=[O:11])[cH:12][cH:13][cH:14]3)[cH:15][cH:16]1.[cH:24]1[cH:25][cH:26][n:27][cH:28][cH:29]1>>[NH:1]([c:2]1[cH:3][c:4]2[c:5]([cH:6][cH:7][n:8]3[c:9]([c:10]2=[O:11])[cH:12][cH:13][cH:14]3)[cH:15][cH:16]1)[C:18]([CH3:17])=[O:19]. The reactants are [H-].[Na+] (sodium hydride), BrCC(=O)OCC (ethyl 2-bromoacetate), ClC1=CC(=C(C=C1)NS(=O)(=O)C1=C(C=CC=C1)OC)CC1=C(C=CC=C1)Cl (N-[4-chloro-2-(2-chlorobenzyl)phenyl]-2-methoxybenzenesulfonamide), CN(C)C=O (DMF). Run in C(C)(=O)OCC (ethyl acetate). Reaction conditions: time 18 hour. Yields the product C(C)OC(CN(S(=O)(=O)C1=CC(=CC=C1)OC)C1=C(C=C(C=C1)Cl)CC1=C(C=CC=C1)Cl)=O (ethyl-N-[4-chloro-2-(2-chlorobenzyl)phenyl]-N-[(3-methoxyphenyl)sulfonyl]glycinate). As a reaction SMILES: [Cl:1][C:2]1[CH:7]=[CH:6][C:5]([NH:8][S:9]([C:12]2[CH:17]=[CH:16][CH:15]=[CH:14][C:13]=2OC)(=[O:11])=[O:10])=[C:4]([CH2:20][C:21]2[CH:26]=[CH:25][CH:24]=[CH:23][C:22]=2[Cl:27])[CH:3]=1.[H-].[Na+].Br[CH2:31][C:32]([O:34][CH2:35][CH3:36])=[O:33].CN([CH:40]=[O:41])C>C(OCC)(=O)C>[CH2:35]([O:34][C:32](=[O:33])[CH2:31][N:8]([C:5]1[CH:6]=[CH:7][C:2]([Cl:1])=[CH:3][C:4]=1[CH2:20][C:21]1[CH:26]=[CH:25][CH:24]=[CH:23][C:22]=1[Cl:27])[S:9]([C:12]1[CH:17]=[CH:16][CH:15]=[C:14]([O:41][CH3:40])[CH:13]=1)(=[O:10])=[O:11])[CH3:36] |f:1.2|. Procedure details: To 0.525 g of N-[4-chloro-2-(2-chlorobenzyl)phenyl]-2-methoxybenzenesulfonamide dissolved in 6 ml of DMF is added, at 0° C., 0.065 g of sodium hydride, after 40 minutes at this temperature 0.14 ml of ethyl 2-bromoacetate is introduced, and the mixture is left at room temperature for 18 hours. The reaction medium is taken up in ethyl acetate and washed with water. The organic phase is dried over anhydrous sodium sulfate and concentrated. The residue is chromatographed on a column of silica gel, e...